From a dataset of the Open Reaction Database (ORD), a public repository of structured organic reaction records. describe an organic reaction: reactants, conditions, products, and yield Reactants: [BH4-], c1ccc(COc2ccc(C3=NCCc4ccccc43)cc2)cc1, CO, [Na+]. Yields the product c1ccc(COc2ccc(C3NCCc4ccccc43)cc2)cc1. As a reaction SMILES: [BH4-:1].[CH2:3]([c:4]1[cH:5][cH:6][cH:7][cH:8][cH:9]1)[O:10][c:11]1[cH:12][cH:13][c:14]([C:17]2=[N:18][CH2:19][CH2:20][c:21]3[cH:22][cH:23][cH:24][cH:25][c:26]32)[cH:15][cH:16]1.[CH3:27][OH:28].[Na+:2]>>[CH2:3]([c:4]1[cH:5][cH:6][cH:7][cH:8][cH:9]1)[O:10][c:11]1[cH:12][cH:13][c:14]([CH:17]2[NH:18][CH2:19][CH2:20][c:21]3[cH:22][cH:23][cH:24][cH:25][c:26]32)[cH:15][cH:16]1. Reactants: COC(=O)C1=C(C=CC=C1)S(=O)(=O)NC(=O)N(C)C1=NC(=CC(=N1)OC(F)F)OC(F)F (N-(2-methoxycarbonylphenylsulfonyl)-N'-[4,6-bis-(difluoromethoxy)pyrimidin-2-yl]-N'-methylurea). Run in C(Cl)Cl (methylene chloride). The product is COC(=O)C1=C(C=CC=C1)S(=O)(=O)N=C=O (2-methoxycarbonylphenylsulfonylisocyanate), CNC1=NC(=CC(=N1)OC(F)F)OC(F)F (2-methylamino-4,6-bis-(difluoromethoxy)pyrimidine). As a reaction SMILES: [CH3:1][O:2][C:3]([C:5]1[CH:10]=[CH:9][CH:8]=[CH:7][C:6]=1[S:11]([NH:14][C:15]([N:17]([C:19]1[N:24]=[C:23]([O:25][CH:26]([F:28])[F:27])[CH:22]=[C:21]([O:29][CH:30]([F:32])[F:31])[N:20]=1)C)=[O:16])(=[O:13])=[O:12])=[O:4]>C(Cl)Cl>[CH3:1][O:2][C:3]([C:5]1[CH:10]=[CH:9][CH:8]=[CH:7][C:6]=1[S:11]([N:14]=[C:15]=[O:16])(=[O:12])=[O:13])=[O:4].[CH3:15][NH:17][C:19]1[N:20]=[C:21]([O:29][CH:30]([F:32])[F:31])[CH:22]=[C:23]([O:25][CH:26]([F:28])[F:27])[N:24]=1. Procedure: In the same manner as described in Example 1, 4.6 g (95.8% of theory) of N-(2-methoxycarbonylphenylsulfonyl)-N'-[4,6-bis-(difluoromethoxy)pyrimidin-2-yl]-N'-methylurea are obtained from 2.6 g (0.011 mole) of 2-methoxycarbonylphenylsulfonylisocyanate and 2.4 g (0.01 mole) of 2-methylamino-4,6-bis-(difluoromethoxy)pyrimidine in 30 ml of methylene chloride. The product melts at 114°-115° C. after recrystallisation from a mixture of acetone/ether. The reactants are NC(C=1C=C(CN(C)CC(=O)OC(C)(C)C)C=CC1)=NO (tert-butyl [{3-[amino(hydroxyimino)methyl]benzyl}(methyl)amino]acetate), CC1N(CCCC1)C1=C(C=C(C(=O)O)C=C1)C(F)(F)F (4-(2-Methylpiperidin-1-yl)-3-(trifluoromethyl)benzoic acid). The product is CN(CC(=O)OC(C)(C)C)CC1=CC(=CC=C1)C1=NOC(=N1)C1=CC(=C(C=C1)N1C(CCCC1)C)C(F)(F)F (Tert-butyl N-methyl-N-(3-{5-[4-(2-methylpiperidin-1-yl)-3-(trifluoromethyl)phenyl]-1,2,4-oxadiazol-3-yl}benzyl)glycinate), CN(CC(=O)O)CC1=CC(=CC=C1)C1=NOC(=N1)C1=CC(=C(C=C1)N1C(CCCC1)C)C(F)(F)F (N-methyl-N-(3-{5-[4-(2-methylpiperidin-1-yl)-3-(trifluoromethyl)phenyl]-1,2,4-oxadiazol-3-yl}benzyl)glycine). As a reaction SMILES: [NH2:1][C:2](=[N:20][OH:21])[C:3]1[CH:4]=[C:5]([CH:17]=[CH:18][CH:19]=1)[CH2:6][N:7]([CH2:9][C:10]([O:12][C:13]([CH3:16])([CH3:15])[CH3:14])=[O:11])[CH3:8].[CH3:22][CH:23]1[CH2:28][CH2:27][CH2:26][CH2:25][N:24]1[C:29]1[CH:37]=[CH:36][C:32]([C:33]([OH:35])=O)=[CH:31][C:30]=1[C:38]([F:41])([F:40])[F:39]>>[CH3:8][N:7]([CH2:6][C:5]1[CH:17]=[CH:18][CH:19]=[C:3]([C:2]2[N:1]=[C:33]([C:32]3[CH:36]=[CH:37][C:29]([N:24]4[CH2:25][CH2:26][CH2:27][CH2:28][CH:23]4[CH3:22])=[C:30]([C:38]([F:41])([F:40])[F:39])[CH:31]=3)[O:21][N:20]=2)[CH:4]=1)[CH2:9][C:10]([O:12][C:13]([CH3:15])([CH3:16])[CH3:14])=[O:11].[CH3:8][N:7]([CH2:6][C:5]1[CH:17]=[CH:18][CH:19]=[C:3]([C:2]2[N:1]=[C:33]([C:32]3[CH:36]=[CH:37][C:29]([N:24]4[CH2:25][CH2:26][CH2:27][CH2:28][CH:23]4[CH3:22])=[C:30]([C:38]([F:40])([F:39])[F:41])[CH:31]=3)[O:35][N:20]=2)[CH:4]=1)[CH2:9][C:10]([OH:12])=[O:11]. Procedure: Tert-butyl N-methyl-N-(3-{5-[4-(2-methylpiperidin-1-yl)-3-(trifluoromethyl)phenyl]-1,2,4-oxadiazol-3-yl}benzyl)glycinate was prepared following the general procedure 7 starting from Intermediate 21 and Intermediate 4. It was hydrolyzed following procedure 8, affording the title compound as a white powder. 1H NMR (DMSO-d6, 300 MHz) δ 8.50-8.37 (m, 2H), 8.32 (br s, 1H), 8.21 (d, J=7.4 Hz, 1H), 7.88 (d, J=8.6 Hz, 1H), 7.82-7.67 (m, 2H), 4.47 (s, 2H), 4.09 (s, 2H), 3.18 (m, 1H), 3.03-2.91 (m, 1H), 2... The reactants are CC(=O)O, N#CC1CC(F)CN1C(=O)CNC12CCC(C(=O)OC3CCCCO3)(CC1)CC2. RXN SMILES: [CH3:30][C:31](=[O:32])[OH:33].[O:1]1[CH2:2][CH2:3][CH2:4][CH2:5][CH:6]1[O:7][C:8](=[O:9])[C:10]12[CH2:11][CH2:12][C:13]([NH:18][CH2:19][C:20](=[O:21])[N:22]3[CH:23]([C:28]#[N:29])[CH2:24][CH:25]([F:27])[CH2:26]3)([CH2:14][CH2:15]1)[CH2:16][CH2:17]2>>[O:7]=[C:8]([OH:9])[C:10]12[CH2:11][CH2:12][C:13]([NH:18][CH2:19][C:20](=[O:21])[N:22]3[CH:23]([C:28]#[N:29])[CH2:24][CH:25]([F:27])[CH2:26]3)([CH2:14][CH2:15]1)[CH2:16][CH2:17]2. Product: N#CC1CC(F)CN1C(=O)CNC12CCC(C(=O)O)(CC1)CC2.